This data is from the Open Reaction Database (ORD), a public repository of structured organic reaction records. The task is: describe an organic reaction: reactants, conditions, products, and yield Starting materials: Brc1n[nH]c2ncc3c(c12)CC[NH2+]C3, O=C([O-])C(F)(F)F, Cc1nc(-c2cccc(N=C=O)c2)cs1. Yields the product Cc1nc(-c2cccc(NC(=O)N3CCc4c(cnc5[nH]nc(Br)c45)C3)c2)cs1. As a reaction SMILES: [Br:8][c:9]1[n:10][nH:11][c:12]2[n:13][cH:14][c:15]3[c:20]([c:21]12)[CH2:19][CH2:18][NH2+:17][CH2:16]3.[F:1][C:2]([F:3])([F:4])[C:5]([O-:6])=[O:7].[N:22](=[C:23]=[O:24])[c:25]1[cH:26][c:27](-[c:31]2[n:32][c:33]([CH3:36])[s:34][cH:35]2)[cH:28][cH:29][cH:30]1>>[Br:8][c:9]1[n:10][nH:11][c:12]2[n:13][cH:14][c:15]3[c:20]([c:21]12)[CH2:19][CH2:18][N:17]([C:23]([NH:22][c:25]1[cH:26][c:27](-[c:31]2[n:32][c:33]([CH3:36])[s:34][cH:35]2)[cH:28][cH:29][cH:30]1)=[O:24])[CH2:16]3. Reactants: CC1=C(C=C(C(=C1)C)C)N1CCNCC1 (1-(2,4,5-trimethylphenyl)piperazine), ClCCC(=O)Cl (3-chloropropionyl chloride). Yields the product ClCCC(=O)N1CCN(CC1)C1=C(C=C(C(=C1)C)C)C (3-chloro-1-(4-(2,4,5-trimethylphenyl)piperazin-1-yl)propan-1-one). As a reaction SMILES: [CH3:1][C:2]1[CH:7]=[C:6]([CH3:8])[C:5]([CH3:9])=[CH:4][C:3]=1[N:10]1[CH2:15][CH2:14][NH:13][CH2:12][CH2:11]1.[Cl:16][CH2:17][CH2:18][C:19](Cl)=[O:20]>>[Cl:16][CH2:17][CH2:18][C:19]([N:13]1[CH2:12][CH2:11][N:10]([C:3]2[CH:4]=[C:5]([CH3:9])[C:6]([CH3:8])=[CH:7][C:2]=2[CH3:1])[CH2:15][CH2:14]1)=[O:20]. Reported procedure: A target compound (925 mg, 3.137 mmol, 62.5%) was yielded as liquid in the same manner as Reference Example 13 by reacting 1-(2,4,5-trimethylphenyl)piperazine (1.03 g, 5.041 mmol) with 3-chloropropionyl chloride (484.9 mg, 5.041 mmol) and purifying by separation through column chromatography (EtOAc/hexane, 1:2).